This data is from the Open Reaction Database (ORD), a public repository of structured organic reaction records. The task is: describe an organic reaction: reactants, conditions, products, and yield Reaction conditions: time 24 hour. As a reaction SMILES: [Cl:1][C:2]([Cl:9])([Cl:8])[C:3]([N:5]=[C:6]=O)=[O:4].[O:10]=[C:11]1[C:16]2[CH:17]=[C:18]3[C:23](=[C:24]([CH2:25][CH2:26][CH3:27])[C:15]=2[O:14][C:13]([C:33]([O:35][CH2:36][CH3:37])=[O:34])=[CH:12]1)[NH:22][C:21]([C:28]([O:30][CH3:31])=[O:29])=[CH:20]C3=O>ClCCl>[CH3:31][O:30][C:28]([C:21]1[CH:20]=[C:6]([NH:5][C:3](=[O:4])[C:2]([Cl:9])([Cl:8])[Cl:1])[C:18]2[C:23](=[C:24]([CH2:25][CH2:26][CH3:27])[C:15]3[O:14][C:13]([C:33]([O:35][CH2:36][CH3:37])=[O:34])=[CH:12][C:11](=[O:10])[C:16]=3[CH:17]=2)[N:22]=1)=[O:29]. Starting materials: ClC(C(=O)N=C=O)(Cl)Cl (Trichloroacetyl isocyanate), O=C1C=C(OC2=C1C=C1C(C=C(NC1=C2CCC)C(=O)OC)=O)C(=O)OCC (ethyl 6,9-dihydro-4,6-dioxo-8-methoxycarbonyl-10-propyl-4H-pyrano[3,2-g]quinoline-2-carboxylate). Reported procedure: Trichloroacetyl isocyanate (1.18 ml, 10 mmol) was added to a solution of ethyl 6,9-dihydro-4,6-dioxo-8-methoxycarbonyl-10-propyl-4H-pyrano[3,2-g]quinoline-2-carboxylate (3.85 g, 10 mmol) in dichloromethane (20 ml) at room temperature. The solution was then agitated gently for 24 hours at room temperature and then the solvent removed by distillation in vacuo. Trituration of the resulting solid with ether gave the sub-title compound as yellow cubes, 4.25 g (80%), mp 167°-169° C. Solvent: ClCCl (dichloromethane). Product: COC(=O)C1=NC2=C(C3=C(C=C2C(=C1)NC(C(Cl)(Cl)Cl)=O)C(C=C(O3)C(=O)OCC)=O)CCC (Ethyl 8-methoxycarbonyl-4-oxo-10-propyl-6-trichloroacetamido-4H-pyrano[3,2-g)quinoline-2-carboxylate). The solvent is CCOC(=O)C (EtOAc), CN(C)C=O (DMF). Run at temperature 60 celsius. Isolated yield 98.3%. Product: FC=1C=C(C=C(C1N1CCN(CC1)C(=O)OC(C)(C)C)F)N1C(OC(C1)CN=[N+]=[N-])=O ([[3-[3,5-difluoro-4-[4-(tert-butoxycarbonyl)-1-piperazinyl]phenyl]-2-oxo-5-oxazolidinyl]methyl]azide). Reactants: crude product, FC=1C=C(C=C(C1N1CCN(CC1)C(=O)OC(C)(C)C)F)N1C(OC(C1)COS(=O)(=O)C1=CC=C(C=C1)C)=O ([[3-[3,5-difluoro-4-[4-(tert-butoxycarbonyl)-1-piperazinyl]phenyl]-2-oxo-5-oxazolidinyl]methyl]-p-toluenesulfonate), CCOC(=O)C.CCCCCC (EtOAc hexane), [N-]=[N+]=[N-].[Na+] (NaN3). Procedure: The [[3-[3,5-difluoro-4-[4-(tert-butoxycarbonyl)-1-piperazinyl]phenyl]-2-oxo-5-oxazolidinyl]methyl]-p-toluenesulfonate (29.661 g, 52 mmol) was dissolved in dry DMF (125 mL) and then treated with solid NaN3 (10.19 g, 156 mmol) at room temperature. The reaction was heated to 60° C. for three hours and then allowed to cool to room temperature overnight under N2. The reaction was found to be complete by TLC (30% EtOAc/hexane, run twice, UV short wave). The reaction mixture was concentrated in vacuo ... RXN SMILES: [F:1][C:2]1[CH:3]=[C:4]([N:22]2[CH2:26][CH:25]([CH2:27]OS(C3C=CC(C)=CC=3)(=O)=O)[O:24][C:23]2=[O:39])[CH:5]=[C:6]([F:21])[C:7]=1[N:8]1[CH2:13][CH2:12][N:11]([C:14]([O:16][C:17]([CH3:20])([CH3:19])[CH3:18])=[O:15])[CH2:10][CH2:9]1.[N-:40]=[N+:41]=[N-:42].[Na+].CCOC(C)=O.CCCCCC>CN(C=O)C.CCOC(C)=O>[F:21][C:6]1[CH:5]=[C:4]([N:22]2[CH2:26][CH:25]([CH2:27][N:40]=[N+:41]=[N-:42])[O:24][C:23]2=[O:39])[CH:3]=[C:2]([F:1])[C:7]=1[N:8]1[CH2:9][CH2:10][N:11]([C:14]([O:16][C:17]([CH3:20])([CH3:18])[CH3:19])=[O:15])[CH2:12][CH2:13]1 |f:1.2,3.4|. The reactants are CC(=O)O, CCOC(C)=O, O=[N+]([O-])c1ccc2[nH]c(-c3ccccc3O)nc2c1, O. The product is Nc1ccc2[nH]c(-c3ccccc3O)nc2c1. Reaction SMILES: [C:20]([OH:21])(=[O:22])[CH3:23].[C:25]([O:26][CH2:27][CH3:28])(=[O:29])[CH3:30].[N+:1]([O-:2])(=[O:3])[c:4]1[cH:5][c:6]2[c:7]([nH:8][c:9](-[c:11]3[c:12]([OH:17])[cH:13][cH:14][cH:15][cH:16]3)[n:10]2)[cH:18][cH:19]1.[OH2:24]>>[NH2:1][c:4]1[cH:5][c:6]2[c:7]([nH:8][c:9](-[c:11]3[c:12]([OH:17])[cH:13][cH:14][cH:15][cH:16]3)[n:10]2)[cH:18][cH:19]1. Starting materials: C(C)(=O)O (acetic acid), resultant mixture, FC(C(CC[C@@H]1[C@H](C(C[C@H]1OC1OCCCC1)=O)CCCCCCCCC(=O)OC(C)C)=O)(CCCC)F (isopropyl 9-(1R)-[(2R,3R)-2-(4,4-difluoro-3-oxooctyl}-5-oxo-3-(tetrahydropyranyloxy)cyclopentyl]nonanoate), O (water). The solvent is solvent, C1CCOC1 (THF). Run at time 3.5 hour. The product is FC(C(CC[C@@H]1[C@H](C(C[C@H]1O)=O)CCCCCCCCC(=O)OC(C)C)=O)(CCCC)F (isopropyl 9-(1R)-[(2R,3R)-2-(4,4-difluoro-3-oxooctyl}-3-hydroxy-5-oxocyclopentyl]nonanoate). The yield is 75.6%. RXN SMILES: [F:1][C:2]([F:38])([CH2:34][CH2:35][CH2:36][CH3:37])[C:3](=[O:33])[CH2:4][CH2:5][C@H:6]1[C@H:10]([O:11]C2CCCCO2)[CH2:9][C:8](=[O:18])[C@@H:7]1[CH2:19][CH2:20][CH2:21][CH2:22][CH2:23][CH2:24][CH2:25][CH2:26][C:27]([O:29][CH:30]([CH3:32])[CH3:31])=[O:28].C(O)(=O)C.O>C1COCC1>[F:1][C:2]([F:38])([CH2:34][CH2:35][CH2:36][CH3:37])[C:3](=[O:33])[CH2:4][CH2:5][C@H:6]1[C@H:10]([OH:11])[CH2:9][C:8](=[O:18])[C@@H:7]1[CH2:19][CH2:20][CH2:21][CH2:22][CH2:23][CH2:24][CH2:25][CH2:26][C:27]([O:29][CH:30]([CH3:31])[CH3:32])=[O:28]. Procedure details: The compound (59) (0.288 g) was dissolved in a mixed solvent (30 ml) consisting of acetic acid, water and THF (4:2:1) and the solution was kept at 45° C. for 3.5 hours. The resultant mixture was worked up with the conventional procedure and the obtained crude product was subjected to silicagel column chromatography to give the titled compound (60) Yield: 0.184 g (76%). Reactants: C(C)OC(=O)C1=CC=CC=2N1C(=C(N2)C)[N+](=O)[O-] (5-ethoxycarbonyl-2-methyl-3-nitroimidazo[1,2-a]pyridine). Reagents/catalysts: [Pd] (Pd-C). Run in CO (methanol). Reaction conditions: time 2 hour. Product: NC1=C(N=C2N1C(=CC=C2)C(=O)OCC)C (3-Amino-5-ethoxycarbonyl-2-methyl-imidazo[1,2-a]pyridine). The yield is 69.7%. Reaction SMILES: [CH2:1]([O:3][C:4]([C:6]1[N:11]2[C:12]([N+:16]([O-])=O)=[C:13]([CH3:15])[N:14]=[C:10]2[CH:9]=[CH:8][CH:7]=1)=[O:5])[CH3:2]>CO.[Pd]>[NH2:16][C:12]1[N:11]2[C:6]([C:4]([O:3][CH2:1][CH3:2])=[O:5])=[CH:7][CH:8]=[CH:9][C:10]2=[N:14][C:13]=1[CH3:15]. Procedure details: To a solution of 300 mg of 5-ethoxycarbonyl-2-methyl-3-nitroimidazo[1,2-a]pyridine in 20 ml of methanol was added 10%Pd-C (wet, 90 mg). The mixture was stirred for two hours at room temperature under hydrogen atmosphere. The catalyst was filtered off and washed with methanol. The filtrate and the washing were combined, and the solvent was filtered off. The residue was purified by column chromatography (eluent: ethyl acetate) to afford 184 mg of the object product (69.7%, an orange solid)